From a dataset of the Open Reaction Database (ORD), a public repository of structured organic reaction records. describe an organic reaction: reactants, conditions, products, and yield Starting materials: [Br-], C[Mg+], O=Cc1nnc(-c2ccc(C(CC3CCOCC3)c3ccc(S(=O)(=O)C4CC4)cc3)[nH]2)s1, [Cl-], [NH4+], C1CCOC1. Product: CC(O)c1nnc(-c2ccc(C(CC3CCOCC3)c3ccc(S(=O)(=O)C4CC4)cc3)[nH]2)s1. Reaction SMILES: [Br-:33].[CH3:34][Mg+:35].[CH:1]1([S:4](=[O:5])(=[O:6])[c:7]2[cH:8][cH:9][c:10]([CH:13]([CH2:14][CH:15]3[CH2:16][CH2:17][O:18][CH2:19][CH2:20]3)[c:21]3[cH:22][cH:23][c:24](-[c:26]4[n:27][n:28][c:29]([CH:31]=[O:32])[s:30]4)[nH:25]3)[cH:11][cH:12]2)[CH2:2][CH2:3]1.[Cl-:36].[NH4+:37].[O:38]1[CH2:39][CH2:40][CH2:41][CH2:42]1>>[CH:1]1([S:4](=[O:5])(=[O:6])[c:7]2[cH:8][cH:9][c:10]([CH:13]([CH2:14][CH:15]3[CH2:16][CH2:17][O:18][CH2:19][CH2:20]3)[c:21]3[cH:22][cH:23][c:24](-[c:26]4[n:27][n:28][c:29]([CH:31]([OH:32])[CH3:34])[s:30]4)[nH:25]3)[cH:11][cH:12]2)[CH2:2][CH2:3]1. The reactants are FC1=C(C=CC(=C1)OC1=CC=NC2=CC(=C(C=C12)C(=O)OC)OC)NC(OC1=CC=CC=C1)=O (Phenyl N-(2-fluoro-4-(7-methoxy-6-methoxycarbonyl-4-quinolyl)oxyphenyl)carbamate), C(C)N (ethylamine). Solvent: CS(=O)C (dimethylsulfoxide). Product: COC(=O)C=1C=C2C(=CC=NC2=CC1OC)OC1=CC(=C(C=C1)NC(=O)NCC)F (4-(4-(3-Ethylureido)-3-fluorophenoxy)-7-methoxyquinoline-6-carboxylic acid methyl ester). RXN SMILES: [F:1][C:2]1[CH:7]=[C:6]([O:8][C:9]2[C:18]3[C:13](=[CH:14][C:15]([O:23][CH3:24])=[C:16]([C:19]([O:21][CH3:22])=[O:20])[CH:17]=3)[N:12]=[CH:11][CH:10]=2)[CH:5]=[CH:4][C:3]=1[NH:25][C:26](=O)[O:27]C1C=CC=CC=1.[CH2:35]([NH2:37])[CH3:36]>CS(C)=O>[CH3:22][O:21][C:19]([C:16]1[CH:17]=[C:18]2[C:13](=[CH:14][C:15]=1[O:23][CH3:24])[N:12]=[CH:11][CH:10]=[C:9]2[O:8][C:6]1[CH:5]=[CH:4][C:3]([NH:25][C:26]([NH:37][CH2:35][CH3:36])=[O:27])=[C:2]([F:1])[CH:7]=1)=[O:20]. Procedure: Phenyl N-(2-fluoro-4-(7-methoxy-6-methoxycarbonyl-4-quinolyl)oxyphenyl)carbamate (0.9 g) was treated with ethylamine in dimethylsulfoxide at room temperature in the same manner as Example 11, to obtain the title compound (0.6 g) as a solid. Reactants: acid chloride, C(C(=O)C)(=O)O (pyruvic acid), m-phenoxybenzyl ester, ClC1=CC=C(C=C1)N[C@@H](C(C)C)C(=O)O (N-(4-chlorophenyl)valine). Yields the product m-phenoxybenzyl ester, C(C)(=O)C(=O)N([C@@H](C(C)C)C(=O)O)C1=CC=C(C=C1)Cl (N-acetylformyl,N-(4-chlorophenyl)valine). As a reaction SMILES: [C:1](O)(=[O:5])[C:2]([CH3:4])=[O:3].[Cl:7][C:8]1[CH:13]=[CH:12][C:11]([NH:14][C@H:15]([C:19]([OH:21])=[O:20])[CH:16]([CH3:18])[CH3:17])=[CH:10][CH:9]=1>>[C:2]([C:1]([N:14]([C:11]1[CH:10]=[CH:9][C:8]([Cl:7])=[CH:13][CH:12]=1)[C@H:15]([C:19]([OH:21])=[O:20])[CH:16]([CH3:18])[CH3:17])=[O:5])(=[O:3])[CH3:4]. Procedure: Following the procedure of Example 47, the m-phenoxybenzyl ester of N-acetylformyl,N-(4-chlorophenyl)valine [MS m/e 479 (M+, 0.5), 183 (100)] is prepared by the reaction of the acid chloride of pyruvic acid with the m-phenoxybenzyl ester of N-(4-chlorophenyl)valine. Reactants: CCN, Cn1cc(C(=O)O)cn1, O. Product: CCNC(=O)c1cnn(C)c1. Reaction SMILES: [CH3:10][CH2:11][NH2:12].[CH3:1][n:2]1[n:3][cH:4][c:5]([C:7](=[O:8])[OH:9])[cH:6]1.[OH2:13]>>[CH3:1][n:2]1[n:3][cH:4][c:5]([C:7](=[O:9])[NH:12][CH2:11][CH3:10])[cH:6]1.